describe an organic reaction: reactants, conditions, products, and yield From a dataset of the Open Reaction Database (ORD), a public repository of structured organic reaction records. Starting materials: BrC1=C(C=C(C(=O)OC)C=C1)C (methyl 4-bromo-3-methylbenzoate), [H-].[Al+3].[Li+].[H-].[H-].[H-] (lithium aluminium hydride), CO (methanol), Cl (hydrochloric acid). Run in O1CCCC1 (tetrahydrofuran), O (water), O (water), C(C)(=O)OCC (ethyl acetate). Conditions: temperature -20 celsius, time 15 minute. The product is BrC1=C(C=C(C=C1)CO)C ((4-bromo-3-methylphenyl)methanol). Yield: 99.4%. As a reaction SMILES: [Br:1][C:2]1[CH:11]=[CH:10][C:5]([C:6](OC)=[O:7])=[CH:4][C:3]=1[CH3:12].[H-].[Al+3].[Li+].[H-].[H-].[H-].CO.Cl>O1CCCC1.C(OCC)(=O)C.O>[Br:1][C:2]1[CH:11]=[CH:10][C:5]([CH2:6][OH:7])=[CH:4][C:3]=1[CH3:12] |f:1.2.3.4.5.6|. Procedure: 10.55 g of methyl 4-bromo-3-methylbenzoate was dissolved in 110 mL of tetrahydrofuran, to which 1.31 g of lithium aluminium hydride was added dropwise in small portions at −30 to −20° C., and this mixture was stirred for 15 minutes at −20° C. Then a mixed solution of methanol and water (4:1) was added dropwise to the reaction mixture, and this mixture was stirred for 30 minutes at room temperature. The reaction mixture, to which water was added, was adjusted to pH 7 with 6M hydrochloric acid fol... The reactants are CO, [Na+], [OH-], COC(=O)CCCCCC(O)C1C(=O)C=CC1C=CC(CCCCCO[SiH](C)C)C(C)(C)C, OO. The product is COC(=O)CCCCCC(O)C1C(=O)C2OC2C1C=CC(CCCCCO[SiH](C)C)C(C)(C)C. As a reaction SMILES: [CH3:38][OH:39].[Na+:37].[OH-:36].[OH:1][CH:2]([CH2:3][CH2:4][CH2:5][CH2:6][CH2:7][C:8](=[O:9])[O:10][CH3:11])[CH:12]1[CH:13]([CH:18]=[CH:19][CH:20]([CH2:21][CH2:22][CH2:23][CH2:24][CH2:25][O:26][SiH:27]([CH3:28])[CH3:29])[C:30]([CH3:31])([CH3:32])[CH3:33])[CH:14]=[CH:15][C:16]1=[O:17].[OH:34][OH:35]>>[OH:1][CH:2]([CH2:3][CH2:4][CH2:5][CH2:6][CH2:7][C:8](=[O:9])[O:10][CH3:11])[CH:12]1[CH:13]([CH:18]=[CH:19][CH:20]([CH2:21][CH2:22][CH2:23][CH2:24][CH2:25][O:26][SiH:27]([CH3:28])[CH3:29])[C:30]([CH3:31])([CH3:32])[CH3:33])[CH:14]2[CH:15]([C:16]1=[O:17])[O:34]2. The reactants are O=C(O)c1cc2cc(Cl)sc2[nH]1, Cl, NC(Cc1ccccc1)C(=O)N1CCOCC1. Product: O=C(NC(Cc1ccccc1)C(=O)N1CCOCC1)c1cc2cc(Cl)sc2[nH]1. RXN SMILES: [Cl:1][c:2]1[cH:3][c:4]2[c:5]([nH:6][c:7]([C:9](=[O:10])[OH:11])[cH:8]2)[s:12]1.[ClH:13].[NH2:14][CH:15]([C:16](=[O:17])[N:18]1[CH2:19][CH2:20][O:21][CH2:22][CH2:23]1)[CH2:24][c:25]1[cH:26][cH:27][cH:28][cH:29][cH:30]1>>[Cl:1][c:2]1[cH:3][c:4]2[c:5]([nH:6][c:7]([C:9](=[O:11])[NH:14][CH:15]([C:16](=[O:17])[N:18]3[CH2:19][CH2:20][O:21][CH2:22][CH2:23]3)[CH2:24][c:25]3[cH:26][cH:27][cH:28][cH:29][cH:30]3)[cH:8]2)[s:12]1. Reactants: CC(C=CB(O)O)(C)C (3,3-Dimethyl-1-butenylboronic acid), CC(CC(=O)NC1=NN2C(N=CC=C2)=C1C=1C=NC=CC1)(C)C (3,3-dimethyl-N-[3-(pyridin-3-yl)pyrazolo[1,5-a]pyrimidin-2-yl]butanamide). Product: CC(/C=C/C=1C(=NN2C1N=CC=C2)NC(CC(C)(C)C)=O)(C)C (N-{3-[(1E)-3,3-dimethylbut-1-en-1-yl]pyrazolo[1,5-a]pyrimidin-2-yl}-3,3-dimethylbutanamide). RXN SMILES: [CH3:1][C:2]([CH3:9])([CH3:8])[CH:3]=[CH:4]B(O)O.[CH3:10][C:11]([CH3:32])([CH3:31])[CH2:12][C:13]([NH:15][C:16]1[C:24](C2C=NC=CC=2)=[C:19]2[N:20]=[CH:21][CH:22]=[CH:23][N:18]2[N:17]=1)=[O:14]>>[CH3:1][C:2]([CH3:9])([CH3:8])/[CH:3]=[CH:4]/[C:24]1[C:16]([NH:15][C:13](=[O:14])[CH2:12][C:11]([CH3:31])([CH3:10])[CH3:32])=[N:17][N:18]2[CH:23]=[CH:22][CH:21]=[N:20][C:19]=12. Procedure: 3,3-Dimethyl-1-butenylboronic acid (Aalenchem) and the product from Example 110B were processed using the method analogous to that described in Example 110C to provide the title compound. 1H NMR (500 MHz, DMSO-d6) δ ppm 10.03-10.05 (bs, 1H), 9.00 (dd, J=6.9, 1.7 Hz, 1H), 8.57 (dd, J=4.1, 1.7 Hz, 1H), 7.03 (dd, J=6.9, 4.1 Hz, 1H), 6.75 (d, J=16.3 Hz, 1H), 6.23 (d, J=16.3 Hz, 1H), 2.26 (s, 2H), 1.09 (s, 9H), 1.07 (s, 9H); MS (ESI) m/z 315 (M+H)+. Reactants: CCOC(=O)C(C#N)c1ccc2nnc(C(C)C)n2n1, Cl. Product: CC(C)c1nnc2ccc(CC#N)nn12. RXN SMILES: [C:1](#[N:2])[CH:3]([C:4]([O:5][CH2:6][CH3:7])=[O:8])[c:9]1[cH:10][cH:11][c:12]2[n:13]([n:14]1)[c:15]([CH:18]([CH3:19])[CH3:20])[n:16][n:17]2.[ClH:21]>>[C:1](#[N:2])[CH2:3][c:9]1[cH:10][cH:11][c:12]2[n:13]([n:14]1)[c:15]([CH:18]([CH3:19])[CH3:20])[n:16][n:17]2.